This data is from the Open Reaction Database (ORD), a public repository of structured organic reaction records. The task is: describe an organic reaction: reactants, conditions, products, and yield Reactants: N(=O)[O-].[Na+] (sodium nitrite), C(CC)(=O)O (propionic acid), diazonium salt, diazonium, S(O)(O)(=O)=O (sulfuric acid), CS(=O)(=O)C1=C(N)C=CC(=C1)[N+](=O)[O-] (2-methanesulfonyl-4-nitroaniline), C(C)(C)(C)NS(=O)(=O)C1=C(C2=CC=CC(=C2C=C1)NS(=O)(=O)C1=CC(=CC=C1)S(=O)(=O)F)O (2-t-butylsulfamoyl-5-(3-fluorosulfonylbenzenesulfonamido)-1-naphthol). The solvent is N1=CC=CC=C1 (pyridine), C(C)(=O)O (acetic acid). Reaction conditions: temperature 25 celsius, time 2 hour. Yields the product C(C)(C)(C)NS(=O)(=O)C1=C(C2=CC=CC(=C2C(=C1)N=NC1=C(C=C(C=C1)[N+](=O)[O-])S(=O)(=O)C)NS(=O)(=O)C1=CC(=CC=C1)S(=O)(=O)F)O (2-t-butylsulfamoyl-5-(3-fluorosulfonylbenzenesulfonamido)-4-(2-methylsulfonyl-4-nitrophenylazo)-1-naphthol). Reaction SMILES: [N:1]([O-])=O.[Na+].S(=O)(=O)(O)O.[CH3:10][S:11]([C:14]1[CH:20]=[C:19]([N+:21]([O-:23])=[O:22])[CH:18]=[CH:17][C:15]=1[NH2:16])(=[O:13])=[O:12].C(O)(=O)CC.[C:29]([NH:33][S:34]([C:37]1[CH:46]=[CH:45][C:44]2[C:39](=[CH:40][CH:41]=[CH:42][C:43]=2[NH:47][S:48]([C:51]2[CH:56]=[CH:55][CH:54]=[C:53]([S:57]([F:60])(=[O:59])=[O:58])[CH:52]=2)(=[O:50])=[O:49])[C:38]=1[OH:61])(=[O:36])=[O:35])([CH3:32])([CH3:31])[CH3:30]>N1C=CC=CC=1.C(O)(=O)C>[C:29]([NH:33][S:34]([C:37]1[CH:46]=[C:45]([N:1]=[N:16][C:15]2[CH:17]=[CH:18][C:19]([N+:21]([O-:23])=[O:22])=[CH:20][C:14]=2[S:11]([CH3:10])(=[O:13])=[O:12])[C:44]2[C:39](=[CH:40][CH:41]=[CH:42][C:43]=2[NH:47][S:48]([C:51]2[CH:56]=[CH:55][CH:54]=[C:53]([S:57]([F:60])(=[O:59])=[O:58])[CH:52]=2)(=[O:49])=[O:50])[C:38]=1[OH:61])(=[O:36])=[O:35])([CH3:32])([CH3:30])[CH3:31] |f:0.1|. Procedure: The 2-t-butylsulfamoyl-5-(3-fluorosulfonylbenzenesulfonamido)-4-(2-methylsulfonyl-4-nitrophenylazo)-1-naphthol was prepared by diazo coupling. 7.6 G. (0.11 mol) of sodium nitrite was added to 66 ml. of sulfuric acid at 5° C. and warmed to 70° C. to effect solution. After cooling to 25° C., 23.8 g. (0.11 mol) of 2-methanesulfonyl-4-nitroaniline was added, and the mixture stirred for 2 hours. The diazonium salt mixture was poured into 250 ml. of 1:5 acid (1 part propionic acid to 5 parts acetic ac... The reactants are FC(C1=C(CCl)C=CC=C1)(F)F (2-trifluoromethylbenzyl chloride), NC1=NC=CC=C1O (2-amino-3hydroxypyridine), O (water). Reagents/catalysts: CCCCCCCC[N+](C)(CCCCCCCC)CCCCCCCC.[Cl-] (Adogen 464). The solvent is [OH-].[Na+] (sodium hydroxide), ClCCl (dichloromethane). Run at time 16 hour. Yields the product NC1=NC=CC=C1OCC1=C(C=CC=C1)C(F)(F)F (2-Amino-3-(2-trifluoromethylbenzyloxy)pyridine). The yield is 72.5%. Reaction SMILES: [F:1][C:2]([F:12])([F:11])[C:3]1[CH:10]=[CH:9][CH:8]=[CH:7][C:4]=1[CH2:5]Cl.[NH2:13][C:14]1[C:19]([OH:20])=[CH:18][CH:17]=[CH:16][N:15]=1.O>[OH-].[Na+].ClCCl.CCCCCCCC[N+](CCCCCCCC)(CCCCCCCC)C.[Cl-]>[NH2:13][C:14]1[C:19]([O:20][CH2:5][C:4]2[CH:7]=[CH:8][CH:9]=[CH:10][C:3]=2[C:2]([F:12])([F:11])[F:1])=[CH:18][CH:17]=[CH:16][N:15]=1 |f:3.4,6.7|. Procedure details: A mixture of 2-trifluoromethylbenzyl chloride (50 g, 0.257 mol) and 2-amino-3hydroxypyridine (25.2 g, 0.233 mol) in 40% aqueous sodium hydroxide solution (200 ml) and dichloromethane (200 ml) was treated with Adogen 464 (5 ml) and stirred vigorously at room temperature for 16 hours. A further 200 ml of water was added and the product extracted into dichloromethane, dried, and the solvent evaporated to obtain the product (45.3 g, 66%), m.p. 105°-110° C. The reactants are O=C([O-])[O-], CN(C)C=O, CCOC(C)=O, ClCc1nccn1C(c1ccccc1)(c1ccccc1)c1ccccc1, Oc1cccc(F)c1F, [K+], [K+], CN(C)C=O. Yields the product Fc1cccc(OCc2nccn2C(c2ccccc2)(c2ccccc2)c2ccccc2)c1F. RXN SMILES: [C:36](=[O:37])([O-:38])[O-:39].[CH3:42][N:43]([CH3:44])[CH:45]=[O:46].[CH3:52][CH2:53][O:54][C:55]([CH3:56])=[O:57].[Cl:10][CH2:11][c:12]1[n:13]([C:17]([c:18]2[cH:19][cH:20][cH:21][cH:22][cH:23]2)([c:24]2[cH:25][cH:26][cH:27][cH:28][cH:29]2)[c:30]2[cH:31][cH:32][cH:33][cH:34][cH:35]2)[cH:14][cH:15][n:16]1.[F:1][c:2]1[c:3]([OH:9])[cH:4][cH:5][cH:6][c:7]1[F:8].[K+:40].[K+:41].[O:47]=[CH:48][N:49]([CH3:50])[CH3:51]>>[F:1][c:2]1[c:3]([O:9][CH2:11][c:12]2[n:13]([C:17]([c:18]3[cH:19][cH:20][cH:21][cH:22][cH:23]3)([c:24]3[cH:25][cH:26][cH:27][cH:28][cH:29]3)[c:30]3[cH:31][cH:32][cH:33][cH:34][cH:35]3)[cH:14][cH:15][n:16]2)[cH:4][cH:5][cH:6][c:7]1[F:8]. The reactants are O=C1N(CC=2CC=CCC12)C1=CC=C(C=C1)C(C(=O)O)C (α-[4-(1-oxo-4,7-dihydro-2-isoindolinyl)phenyl]propionic acid), [OH-].[Na+] (sodium hydroxide), O.O.O.O.O.O.[Cl-].[Al+3].[Cl-].[Cl-] (aluminium chloride hexahydrate). The solvent is O (water), O (water). Conditions: time 1 hour. The product is O=C1N(CC=2CC=CCC12)C1=CC=C(C=C1)C(C(=O)[O-])C.[Al+3].O=C1N(CC=2CC=CCC12)C1=CC=C(C=C1)C(C(=O)[O-])C.O=C1N(CC=2CC=CCC12)C1=CC=C(C=C1)C(C(=O)[O-])C (Aluminium α-[4-(1-oxo-4,7-dihydro-2-isoindolinyl)phenyl]propionate). Yield: 85.8%. RXN SMILES: [O:1]=[C:2]1[C:10]2[CH2:9][CH:8]=[CH:7][CH2:6][C:5]=2[CH2:4][N:3]1[C:11]1[CH:16]=[CH:15][C:14]([CH:17]([CH3:21])[C:18]([OH:20])=[O:19])=[CH:13][CH:12]=1.[OH-].[Na+].O.O.O.O.O.O.[Cl-].[Al+3:31].[Cl-].[Cl-]>O>[O:1]=[C:2]1[C:10]2[CH2:9][CH:8]=[CH:7][CH2:6][C:5]=2[CH2:4][N:3]1[C:11]1[CH:16]=[CH:15][C:14]([CH:17]([CH3:21])[C:18]([O-:20])=[O:19])=[CH:13][CH:12]=1.[Al+3:31].[O:1]=[C:2]1[C:10]2[CH2:9][CH:8]=[CH:7][CH2:6][C:5]=2[CH2:4][N:3]1[C:11]1[CH:16]=[CH:15][C:14]([CH:17]([CH3:21])[C:18]([O-:20])=[O:19])=[CH:13][CH:12]=1.[O:1]=[C:2]1[C:10]2[CH2:9][CH:8]=[CH:7][CH2:6][C:5]=2[CH2:4][N:3]1[C:11]1[CH:16]=[CH:15][C:14]([CH:17]([CH3:21])[C:18]([O-:20])=[O:19])=[CH:13][CH:12]=1 |f:1.2,3.4.5.6.7.8.9.10.11.12,14.15.16.17|. Procedure: A mixture of 0.5 g (0.0018 mole) of α-[4-(1-oxo-4,7-dihydro-2-isoindolinyl)phenyl]propionic acid, 0.072 g (0.0018 mole) of sodium hydroxide and 5 ml of water was stirred for about 1 hour. At the end of this time, a solution of 0.434 g (0.0018 mole) of aluminium chloride hexahydrate in 10 ml of water was added dropwise at room temperature to the mixture. The white precipitate produced was collected by filtration, washed with 75 ml of water and dried at 105° C. for 4 hours. There was obtained 0.45... Reactants: N1(CCOCC1)CCNC1=NOC2=C1C=C(C=C2)O (3-[[2-(4-morpholinyl)ethyl]-amino]-1,2-benzisoxazol-5-ol), CN=C=O (methyl isocyanate), CC(=O)C.CO.C(Cl)Cl (acetone MeOH DCM). Reagents/catalysts: [Cu]Cl (copper(I)chloride). Run in CCOC(=O)C (EtOAc). Product: CNC(OC=1C=CC2=C(C(=NO2)NCCN2CCOCC2)C1)=O (3-[[2-(4-Morpholinyl)ethyl]amino]-1,2-benzisoxazol-5-yl methylcarbamate). Isolated yield 32.9%. RXN SMILES: [N:1]1([CH2:7][CH2:8][NH:9][C:10]2[C:14]3[CH:15]=[C:16]([OH:19])[CH:17]=[CH:18][C:13]=3[O:12][N:11]=2)[CH2:6][CH2:5][O:4][CH2:3][CH2:2]1.[CH3:20][N:21]=[C:22]=[O:23].CC(C)=O.CO.C(Cl)Cl>CCOC(C)=O.[Cu]Cl>[CH3:20][NH:21][C:22](=[O:23])[O:19][C:16]1[CH:17]=[CH:18][C:13]2[O:12][N:11]=[C:10]([NH:9][CH2:8][CH2:7][N:1]3[CH2:6][CH2:5][O:4][CH2:3][CH2:2]3)[C:14]=2[CH:15]=1 |f:2.3.4|. Reported procedure: To a stirred solution of 3-[[2-(4-morpholinyl)ethyl]-amino]-1,2-benzisoxazol-5-ol (1 g) and a catalytic amount of copper(I)chloride (0.05 g) in EtOAc (100 ml) was added methyl isocyanate (0.26 g). After 24 hours TLC (silica gel, 1:1:20 acetone/MeOH/DCM) showed no starting material. The reaction was filtered through neutral alumina eluting with EtOAc (1 l) and the filtrate was concentrated in vacuo. The residue was further purified by flash chromatography (silica gel) eluting with 1:1:20 acetone/... Procedure: dtbpy: A mixture of ortho- and meta-borylated products (88 mg, 63% yield, ortho/meta + para = 1.0); yellow solid; Yields the product O(C1=CC=C(SC)C=C1B2OC(C)(C)C(O2)(C)C)C, O(C1=CC=C(SC)C(=C1)B2OC(C)(C)C(O2)(C)C)C. Yield: 31.0%. Reactants: O(C1=CC=C(SC)C=C1)C. The solvent is C=1C=C(C=CC1C)C. Reagents/catalysts: N=1C=CC(=CC1C=2N=CC=C(C2)C)C, O1B(OC(C)(C)C1(C)C)B2OC(C)(C)C(O2)(C)C, C[OH2+].C[OH2+].C1CC=CCCC=C1.C1CC=CCCC=C1.[Ir].[Ir]. Run at temperature 55 celsius, time 24 hour. Reactants: C12C(C3CC(CC(C1)C3)C2)NC(=O)C=2C=NN(C2Cl)C(C)(C)C (1-tert-butyl-5-chloro-1H-pyrazole-4-carboxylic acid adamantan-2-ylamide), N1CC(CC1)O (pyrrolidin-3-ol). Run in CN1C(CCC1)=O (N-methylpyrrolidinone). Yields the product C12C(C3CC(CC(C1)C3)C2)NC(=O)C=2C=NN(C2N2CC(CC2)O)C(C)(C)C (1-tert-butyl-5-(3-hydroxy-pyrrolidin-1-yl)-1H-pyrazole-4-carboxylic acid adamantan-2-ylamide). Isolated yield 22.0%. RXN SMILES: [CH:1]12[CH2:10][CH:5]3[CH2:6][CH:7]([CH2:9][CH:3]([CH2:4]3)[CH:2]1[NH:11][C:12]([C:14]1[CH:15]=[N:16][N:17]([C:20]([CH3:23])([CH3:22])[CH3:21])[C:18]=1Cl)=[O:13])[CH2:8]2.[NH:24]1[CH2:28][CH2:27][CH:26]([OH:29])[CH2:25]1>CN1CCCC1=O>[CH:1]12[CH2:10][CH:5]3[CH2:6][CH:7]([CH2:9][CH:3]([CH2:4]3)[CH:2]1[NH:11][C:12]([C:14]1[CH:15]=[N:16][N:17]([C:20]([CH3:23])([CH3:22])[CH3:21])[C:18]=1[N:24]1[CH2:28][CH2:27][CH:26]([OH:29])[CH2:25]1)=[O:13])[CH2:8]2. Procedure: A mixture of 1-tert-butyl-5-chloro-1H-pyrazole-4-carboxylic acid adamantan-2-ylamide (Example 36, 101 mg; 0.30 mmol) and pyrrolidin-3-ol (+/−) (0.25 mL; 3.0 mmol) in N-methylpyrrolidinone (1 mL) was heated to 250° C. in a sealed vial under microwave irradiation for 4 hr. The mixture was allowed to cool to room temperature and the crude product was purified by reverse phase HPLC to provide 1-tert-butyl-5-(3-hydroxy-pyrrolidin-1-yl)-1H-pyrazole-4-carboxylic acid adamantan-2-ylamide (25 mg, 22%) as... Reactants: ClC=1C=CC(=C(C(=O)OC)C1)NC(C=P(C1=CC=CC=C1)(C1=CC=CC=C1)C1=CC=CC=C1)=O (Methyl 5-chloro-2-(2-(triphenyl-λ5-phosphanyliden)-acetylamino)benzoate). Solvent: C(Cl)(Cl)Cl (chloroform), C(C)(C)OC(C)C (diisopropyl ether). Product: ClC=1C=C2C(=CC(NC2=CC1)=O)OC (6-chloro-4-methoxyquinoline-2(1H)-one). The yield is 67.4%. RXN SMILES: [Cl:1][C:2]1[CH:3]=[CH:4][C:5]([NH:12][C:13](=[O:34])[CH:14]=P(C2C=CC=CC=2)(C2C=CC=CC=2)C2C=CC=CC=2)=[C:6]([CH:11]=1)[C:7]([O:9][CH3:10])=O>C(Cl)(Cl)Cl.C(OC(C)C)(C)C>[Cl:1][C:2]1[CH:11]=[C:6]2[C:5](=[CH:4][CH:3]=1)[NH:12][C:13](=[O:34])[CH:14]=[C:7]2[O:9][CH3:10]. Procedure details: Methyl 5-chloro-2-(2-(triphenyl-λ5-phosphanyliden)-acetylamino)benzoate (3.8 g) was heated at 180° C. for 1 h. The reactant was suspended in chloroform and diisopropyl ether. Solids were collected by filtration and dried to obtain 6-chloro-4-methoxyquinoline-2(1H)-one (1.1 g). (3) A mixture of 6-chloro-4-methoxyquinoline-2(1H)-one (1.1 g), N,N-dimethylaniline (1 mL), and phosphorus oxychloride (4 mL) was stirred at 80° C. to 90° C. for 10 h. The reaction solution was added dropwise to ice water ...